Task: describe an organic reaction: reactants, conditions, products, and yield. Dataset: the Open Reaction Database (ORD), a public repository of structured organic reaction records The reactants are FC1=C(C=CC(=C1)I)CN1C=C2C(C=3C=CC=CC13)=NN(C2=O)C2=C(C=CC=C2)F (5-[(2-Fluoro-4-iodophenyl)methyl]-2-(2-fluorophenyl)-2,5-dihydro-3H-pyrazol[4,3-c]quinolin-3-one), C1(CCCCC1)P(C1=C(C=CC=C1)C1=C(C=C(C=C1C(C)C)C(C)C)C(C)C)C1CCCCC1 (2-dicyclohexylphosphino-2′,4′,6′-tri-iso-propyl-1,1′-biphenyl), N1C=CC2=CC(=CC=C12)B(O)O (1H-indol-5-ylboronic acid), C([O-])([O-])=O.[K+].[K+] (potassium carbonate). Product: FC1=C(C=CC(=C1)C=1C=C2C=CNC2=CC1)CN1C=C2C(C=3C=CC=CC13)=NN(C2=O)C2=C(C=CC=C2)F (5{[2-fluoro-4-(1H-indol-5-yl)phenyl]methyl}-2-(2-fluorophenyl)-2,5-dihydro-3H-pyrazolo[4,3-c]quinolin-3-one). Reported procedure: 5-[(2-Fluoro-4-iodophenyl)methyl]-2-(2-fluorophenyl)-2,5-dihydro-3H-pyrazol[4,3-c]quinolin-3-one (51 mg, 0.10 mmol), 1H-indol-5-ylboronic acid (27 mg, 0.17 mmol, 1.7 equiv), potassium carbonate (34 mg, 0.25 mmol, 2.5 equiv), palladium(II) acetate (12 mg, 0.0010 mmol, 0.1 equiv) and 2-dicyclohexylphosphino-2′,4′,6′-tri-iso-propyl-1,1′-biphenyl (14 mg, 0.030 mmol, 0.3 equiv) were combined in water (0.1 mL) and dimethylsulfoxide (0.5 mL) and placed into a preheated oil bath at 85° C. for 90 minutes... The solvent is O (water), CS(=O)C (dimethylsulfoxide). Reaction SMILES: [F:1][C:2]1[CH:7]=[C:6](I)[CH:5]=[CH:4][C:3]=1[CH2:9][N:10]1[C:19]2[CH:18]=[CH:17][CH:16]=[CH:15][C:14]=2[C:13]2=[N:20][N:21]([C:24]3[CH:29]=[CH:28][CH:27]=[CH:26][C:25]=3[F:30])[C:22](=[O:23])[C:12]2=[CH:11]1.[NH:31]1[C:39]2[C:34](=[CH:35][C:36](B(O)O)=[CH:37][CH:38]=2)[CH:33]=[CH:32]1.C(=O)([O-])[O-].[K+].[K+].C1(P(C2CCCCC2)C2C=CC=CC=2C2C(C(C)C)=CC(C(C)C)=CC=2C(C)C)CCCCC1>O.C([O-])(=O)C.[Pd+2].C([O-])(=O)C.CS(C)=O>[F:1][C:2]1[CH:7]=[C:6]([C:36]2[CH:35]=[C:34]3[C:39](=[CH:38][CH:37]=2)[NH:31][CH:32]=[CH:33]3)[CH:5]=[CH:4][C:3]=1[CH2:9][N:10]1[C:19]2[CH:18]=[CH:17][CH:16]=[CH:15][C:14]=2[C:13]2=[N:20][N:21]([C:24]3[CH:29]=[CH:28][CH:27]=[CH:26][C:25]=3[F:30])[C:22](=[O:23])[C:12]2=[CH:11]1 |f:2.3.4,7.8.9|. The reagents and catalysts are C(C)(=O)[O-].[Pd+2].C(C)(=O)[O-] (palladium(II) acetate). Reactants: [BH4-].[Na+] (Sodium borohydride), NCCCC=1C(=NC(=NC1C)N)NCCCCC (5-(3-Aminopropyl)-6-methyl-N4-pentylpyrimidine-2,4-diamine), C(=O)C1=CC=C(C=C1)CC(=O)OC (methyl 2-(4-formylphenyl)acetate), C(C)(=O)O (acetic acid). The reagents and catalysts are CO (MeOH). Solvent: C1CCOC1 (THF). Conditions: time 16 hour. The product is NC1=NC(=C(C(=N1)C)CCCNCC1=CC=C(C=C1)CC(=O)OC)NCCCCC (Methyl 2-(4-((3-(2-amino-4-methyl-6-(pentylamino)pyrimidin-5-yl)propylamino)methyl)phenyl)acetate). Isolated yield 60.8%. As a reaction SMILES: [NH2:1][CH2:2][CH2:3][CH2:4][C:5]1[C:6]([NH:13][CH2:14][CH2:15][CH2:16][CH2:17][CH3:18])=[N:7][C:8]([NH2:12])=[N:9][C:10]=1[CH3:11].[CH:19]([C:21]1[CH:26]=[CH:25][C:24]([CH2:27][C:28]([O:30][CH3:31])=[O:29])=[CH:23][CH:22]=1)=O.C(O)(=O)C.[BH4-].[Na+]>C1COCC1.CO>[NH2:12][C:8]1[N:9]=[C:10]([CH3:11])[C:5]([CH2:4][CH2:3][CH2:2][NH:1][CH2:19][C:21]2[CH:22]=[CH:23][C:24]([CH2:27][C:28]([O:30][CH3:31])=[O:29])=[CH:25][CH:26]=2)=[C:6]([NH:13][CH2:14][CH2:15][CH2:16][CH2:17][CH3:18])[N:7]=1 |f:3.4|. Procedure details: The product from Example 1 step (v) (0.3 g) and methyl 2-(4-formylphenyl)acetate (0.213 g) were combined in THF (20 mL), acetic acid (0.072 g) was added and the reaction mixture stirred at rt for 16 h. Sodium borohydride (0.0677 g) and MeOH (3 drops) were added and the reaction mixture stirred for 72 h. The solvents were evaporated and the product dissolved in MeOH and purified by RPHPLC to give the title compound 0.3 g.